Dataset: the Open Reaction Database (ORD), a public repository of structured organic reaction records. Task: describe an organic reaction: reactants, conditions, products, and yield Reactants: Cl (hydrochloric acid), C([O-])([O-])=O.[K+].[K+] (potassium carbonate), S(=O)(=O)(OC)OC (dimethyl sulfate), COC1=C(C(=O)O)C=C(C(=C1)OC)[N+](=O)[O-] (2,4-dimethoxy-5-nitrobenzoic acid). Run in CC(CC)=O (2-butanone). Conditions: time 3 hour. The product is COC1=C(C(=O)OC)C=C(C(=C1)OC)[N+](=O)[O-] (methyl 2,4-dimethoxy-5-nitrobenzoate). RXN SMILES: [CH3:1][O:2][C:3]1[CH:11]=[C:10]([O:12][CH3:13])[C:9]([N+:14]([O-:16])=[O:15])=[CH:8][C:4]=1[C:5]([OH:7])=[O:6].[C:17](=O)([O-])[O-].[K+].[K+].S(OC)(OC)(=O)=O.Cl>CC(=O)CC>[CH3:1][O:2][C:3]1[CH:11]=[C:10]([O:12][CH3:13])[C:9]([N+:14]([O-:16])=[O:15])=[CH:8][C:4]=1[C:5]([O:7][CH3:17])=[O:6] |f:1.2.3|. Procedure details: A 7.00 g portion of 2,4-dimethoxy-5-nitrobenzoic acid was dissolved in 2-butanone, and 9.90 g of potassium carbonate and 3.6 ml of dimethyl sulfate were added, followed by 3 hours of heating under reflux. After completion of the reaction, the reaction solution was poured into 1N hydrochloric acid aqueous solution, and the thus precipitated product of interest was collected by filtration, washed with water and then dried under a reduced pressure to give 5.45 g of methyl 2,4-dimethoxy-5-nitrobenzo... Reactants: ClC=1C=CC(=NC1)C(=O)O (5-chloro-2-pyridinecarboxylic acid), S(=O)(Cl)Cl (thionyl chloride), [OH-].[NH4+] (ammonium hydroxide). The solvent is CN(C)C=O (DMF). Run at temperature 80 celsius, time 10 minute. Product: ClC=1C=CC(=NC1)C(=O)N (5-chloropicolinamide). Isolated yield 87.4%. As a reaction SMILES: [Cl:1][C:2]1[CH:3]=[CH:4][C:5]([C:8]([OH:10])=O)=[N:6][CH:7]=1.S(Cl)(Cl)=O.[OH-].[NH4+:16]>CN(C=O)C>[Cl:1][C:2]1[CH:3]=[CH:4][C:5]([C:8]([NH2:16])=[O:10])=[N:6][CH:7]=1 |f:2.3|. Procedure: A 500-mL round-bottomed flask was charged with 5-chloro-2-pyridinecarboxylic acid (Ark Pharm, 10.00 g, 63.5 mmol) and thionyl chloride (Aldrich, 100 ml, 1371 mmol). A catalytic amount of DMF (0.2 ml) was added and the reaction mixture was heated to 80° C. under Argon atmosphere for 4 hours. The reaction mixture was cooled to room temperature and concentrated under reduced pressure. The residue was diluted with DCM (100 ml) and added slowly to a stirred solution of ammonium hydroxide (131 ml, 336... The reactants are OCCc1ccccc1, ClCCl, CC(C)(C)OC(=O)N=NC(=O)OC(C)(C)C, CC(C)CN(CC(O)C(Cc1ccc(O)cc1)NC(=O)OC1COC2OCCC12)S(=O)(=O)c1ccc2c(c1)OCO2, c1ccc(P(c2ccccc2)c2ccccc2)cc1. Yields the product CC(C)CN(CC(O)C(Cc1ccc(OCCc2ccccc2)cc1)NC(=O)OC1COC2OCCC12)S(=O)(=O)c1ccc2c(c1)OCO2. RXN SMILES: [CH2:20]([CH2:21][c:22]1[cH:23][cH:24][cH:25][cH:26][cH:27]1)[OH:28].[Cl:86][CH2:87][Cl:88].[N:29]([C:30]([O:31][C:32]([CH3:33])([CH3:34])[CH3:35])=[O:36])=[N:37][C:38]([O:39][C:40]([CH3:41])([CH3:42])[CH3:43])=[O:44].[O:45]1[CH2:46][O:47][c:48]2[c:49]1[cH:50][cH:51][c:52]([S:54](=[O:55])(=[O:56])[N:57]([CH2:58][CH:59]([CH:60]([CH2:61][c:62]1[cH:63][cH:64][c:65]([OH:68])[cH:66][cH:67]1)[NH:69][C:70]([O:71][CH:72]1[CH2:73][O:74][CH:75]3[O:76][CH2:77][CH2:78][CH:79]13)=[O:80])[OH:81])[CH2:82][CH:83]([CH3:84])[CH3:85])[cH:53]2.[c:1]1([P:2]([c:3]2[cH:4][cH:5][cH:6][cH:7][cH:8]2)[c:9]2[cH:10][cH:11][cH:12][cH:13][cH:14]2)[cH:15][cH:16][cH:17][cH:18][cH:19]1>>[CH2:20]([CH2:21][c:22]1[cH:23][cH:24][cH:25][cH:26][cH:27]1)[O:28][c:65]1[cH:64][cH:63][c:62]([CH2:61][CH:60]([CH:59]([CH2:58][N:57]([S:54]([c:52]2[cH:51][cH:50][c:49]3[c:48]([cH:53]2)[O:47][CH2:46][O:45]3)(=[O:55])=[O:56])[CH2:82][CH:83]([CH3:84])[CH3:85])[OH:81])[NH:69][C:70]([O:71][CH:72]2[CH2:73][O:74][CH:75]3[O:76][CH2:77][CH2:78][CH:79]23)=[O:80])[cH:67][cH:66]1. Starting materials: ClCCl, OCCCCCCCCCCOC1OC(COCc2ccccc2)C(OCc2ccccc2)C(OCc2ccccc2)C1OCc1ccccc1, CCO, O=[Cr](=O)([O-])O[Cr](=O)(=O)[O-], O=S(=O)(O)O, c1cc[nH+]cc1, c1cc[nH+]cc1. Yields the product O=CCCCCCCCCCOC1OC(COCc2ccccc2)C(OCc2ccccc2)C(OCc2ccccc2)C1OCc1ccccc1. Reaction SMILES: [CH2:22]([Cl:23])[Cl:24].[CH2:25]([c:26]1[cH:27][cH:28][cH:29][cH:30][cH:31]1)[O:32][CH:33]1[CH:34]([O:64][CH2:65][CH2:66][CH2:67][CH2:68][CH2:69][CH2:70][CH2:71][CH2:72][CH2:73][CH2:74][OH:75])[O:35][CH:36]([CH2:55][O:56][CH2:57][c:58]2[cH:59][cH:60][cH:61][cH:62][cH:63]2)[CH:37]([O:47][CH2:48][c:49]2[cH:50][cH:51][cH:52][cH:53][cH:54]2)[CH:38]1[O:39][CH2:40][c:41]1[cH:42][cH:43][cH:44][cH:45][cH:46]1.[CH3:81][CH2:82][OH:83].[Cr:1]([O:2][Cr:3]([O-:4])(=[O:5])=[O:6])([O-:7])(=[O:8])=[O:9].[S:76](=[O:77])(=[O:78])([OH:79])[OH:80].[nH+:10]1[cH:11][cH:12][cH:13][cH:14][cH:15]1.[nH+:16]1[cH:17][cH:18][cH:19][cH:20][cH:21]1>>[CH2:25]([c:26]1[cH:27][cH:28][cH:29][cH:30][cH:31]1)[O:32][CH:33]1[CH:34]([O:64][CH2:65][CH2:66][CH2:67][CH2:68][CH2:69][CH2:70][CH2:71][CH2:72][CH2:73][CH:74]=[O:75])[O:35][CH:36]([CH2:55][O:56][CH2:57][c:58]2[cH:59][cH:60][cH:61][cH:62][cH:63]2)[CH:37]([O:47][CH2:48][c:49]2[cH:50][cH:51][cH:52][cH:53][cH:54]2)[CH:38]1[O:39][CH2:40][c:41]1[cH:42][cH:43][cH:44][cH:45][cH:46]1. Starting materials: [Si](C)(C)(C(C)(C)C)OCC(C)(C)N1C=C(C=CC1=O)NC(OC(C)(C)C)=O (tert-butyl 1-(1-(tert-butyldimethylsilyloxy)-2-methylpropan-2-yl)-6-oxo-1,6-dihydropyridin-3-ylcarbamate), N1=CC=CC=C1.F (hydrogen fluoride pyridine). Run in C(C)#N (ACN). Reaction conditions: time 1 hour. The product is OCC(C)(C)N1C=C(C=CC1=O)NC(OC(C)(C)C)=O (tert-Butyl 1-(1-hydroxy-2-methylpropan-2-yl)-6-oxo-1,6-dihydropyridin-3-ylcarbamate). Reaction SMILES: [Si]([O:8][CH2:9][C:10]([N:13]1[C:18](=[O:19])[CH:17]=[CH:16][C:15]([NH:20][C:21](=[O:27])[O:22][C:23]([CH3:26])([CH3:25])[CH3:24])=[CH:14]1)([CH3:12])[CH3:11])(C(C)(C)C)(C)C.N1C=CC=CC=1.F>C(#N)C>[OH:8][CH2:9][C:10]([N:13]1[C:18](=[O:19])[CH:17]=[CH:16][C:15]([NH:20][C:21](=[O:27])[O:22][C:23]([CH3:26])([CH3:25])[CH3:24])=[CH:14]1)([CH3:12])[CH3:11] |f:1.2|. Reported procedure: To a stirred suspension of tert-butyl 1-(1-(tert-butyldimethylsilyloxy)-2-methylpropan-2-yl)-6-oxo-1,6-dihydropyridin-3-ylcarbamate (800 mg, 2017 μmol) in ACN (10 mL) was added hydrogen fluoride pyridine (484 μl, 24206 μmol). The reaction mixture was stirred for 1 h and quenched with dry silica. The solvent was removed under reduced pressure and the product purified on silica (40 g) eluting with 0-5% MeOH/CH2Cl2. MS (ESI pos. ion) m/z (MH+): 283. Calc'd exact mass for C14H22N2O4: 282. Starting materials: C(C)(C)OC1=C(SC2=C1CN(CC2)C(=O)OC(C)(C)C)C(=O)O (3-isopropoxy-5-tert-butoxycarbonyl-6,7-dihydro-4H-thieno[3,2-c]pyridine-2-carboxylic acid), C(=O)(N1C=NC=C1)N1C=NC=C1 (1,1'-carbonyldiimidazole), O (water), NC1=NN=NN1 (5-Aminotetrazole). Solvent: CN(C)C=O (DMF). Conditions: temperature 85 celsius, time 8 hour. Product: N1N=NN=C1NC(=O)C1=C(C=2CN(CCC2S1)C(=O)OC(C)(C)C)OC(C)C (3-isopropoxy-5-tert-butoxycarbonyl-6,7-dihydro-4H-thieno[3,2-c]pyridine-2-carboxylic acid (1H-tetrazol-5-yl) amide). Isolated yield 59.5%. As a reaction SMILES: [CH:1]([O:4][C:5]1[C:9]2[CH2:10][N:11]([C:14]([O:16][C:17]([CH3:20])([CH3:19])[CH3:18])=[O:15])[CH2:12][CH2:13][C:8]=2[S:7][C:6]=1[C:21]([OH:23])=O)([CH3:3])[CH3:2].C(N1C=CN=C1)(N1C=CN=C1)=O.[NH2:36][C:37]1[NH:41][N:40]=[N:39][N:38]=1.O>CN(C=O)C>[NH:38]1[C:37]([NH:36][C:21]([C:6]2[S:7][C:8]3[CH2:13][CH2:12][N:11]([C:14]([O:16][C:17]([CH3:20])([CH3:19])[CH3:18])=[O:15])[CH2:10][C:9]=3[C:5]=2[O:4][CH:1]([CH3:3])[CH3:2])=[O:23])=[N:41][N:40]=[N:39]1. Reported procedure: To a stirred solution of 1.43 g (4.2 mmol) of 3-isopropoxy-5-tert-butoxycarbonyl-6,7-dihydro-4H-thieno[3,2-c]pyridine-2-carboxylic acid in 15 mL of DMF were added 1.07 g (6.6 mmol) of 1,1'-carbonyldiimidazole. The reaction mixture was heated at 85° C. for 2 hours. 5-Aminotetrazole (0.655 g, 7.7 mmol) was added to the reaction mixture in one portion, and the mixture was stirred at 85° C. for 8 hours. The solution was cooled to 24° C. and stirred at that temperature for 18 hours. The reaction mixt... Reaction SMILES: S(Cl)([Cl:3])=O.[CH2:5]([O:12][C:13]([NH:15][C@@H:16]([CH2:20][C:21]1[CH:26]=[CH:25][C:24]([O:27][CH2:28][CH2:29][CH2:30][C:31](=[O:39])[NH:32][C:33]2[NH:34][CH2:35][CH2:36][CH2:37][N:38]=2)=[CH:23][CH:22]=1)[C:17]([OH:19])=[O:18])=[O:14])[C:6]1[CH:11]=[CH:10][CH:9]=[CH:8][CH:7]=1.[CH2:40](O)[CH3:41]>>[ClH:3].[CH2:5]([O:12][C:13]([NH:15][C@@H:16]([CH2:20][C:21]1[CH:26]=[CH:25][C:24]([O:27][CH2:28][CH2:29][CH2:30][C:31](=[O:39])[NH:32][C:33]2[NH:38][CH2:37][CH2:36][CH2:35][N:34]=2)=[CH:23][CH:22]=1)[C:17]([O:19][CH2:40][CH3:41])=[O:18])=[O:14])[C:6]1[CH:7]=[CH:8][CH:9]=[CH:10][CH:11]=1 |f:3.4|. Starting materials: C(C1=CC=CC=C1)OC(=O)N[C@H](C(=O)O)CC1=CC=C(C=C1)OCCCC(NC=1NCCCN1)=O ((2S)-2-Benzyloxycarbonylamino-3-(4-(3-( 1,4,5,6-tetrahydropyrimidin-2-ylcarbamoyl)propyloxy)phenyl)propionic Acid), C(C)O (ethanol), S(=O)(Cl)Cl (thionyl chloride), C(C)O (ethanol). Reported procedure: 0.14 ml (1.15 eq.) of thionyl chloride were added at −10° C. to 5 ml of ethanol and stirred for 10 min at this temperature. Then 1 g (1.66 mmol) of the compound of Example 1 were added as a suspension in 10 ml of ethanol. Under stirring, the mixture was warmed to room temperature and stirred for further 5 hours. The solution which had meanwhile become clear, was evaporated in vacuo, the residue was dissolved in water and, after filtration, subjected to lyophilization. Yield: 0.85 g of a colourle... Yields the product Cl.C(C1=CC=CC=C1)OC(=O)N[C@H](C(=O)OCC)CC1=CC=C(C=C1)OCCCC(NC=1NCCCN1)=O (Ethyl (2S)-2-Benzyloxycarbonylamino-3-(4-(3-(1,4,5,6-tetrahydropyrimidin-2-ylcarbamoyl)propyloxy)phenyl)propionate Hydrochloride). Reaction conditions: time 10 minute.